Dataset: the Open Reaction Database (ORD), a public repository of structured organic reaction records. Task: describe an organic reaction: reactants, conditions, products, and yield Procedure: 40 g of 3-methoxy-4-methylthiophene were dissolved in 120 cm3 of toluene together with 120 g of 1-dodecanol, and the solution was refluxed with 2 g of NaHSO4. 19 ml of a methanol/toluene mixture were separated off over a period of 3 hours. The solution was washed with water until neutral, dried over MgSO4 and subsequently fractionated. At 141° to 143° C. and 0.013 mbar, 55.6 g of 3-dodecyloxy-4-methylthiophene distilled over. 97% pure by GC, which corresponds to 63% of the theoretical yield. The... The product is C(CCCCCCCCCCC)OC1=CSC=C1C (3-Dodecyloxy-4-methylthiophene). Solvent: C1(=CC=CC=C1)C (toluene). RXN SMILES: [CH3:1][O:2][C:3]1[C:7]([CH3:8])=[CH:6][S:5][CH:4]=1.[CH2:9](O)[CH2:10][CH2:11][CH2:12][CH2:13][CH2:14][CH2:15][CH2:16][CH2:17][CH2:18][CH2:19]C.OS([O-])(=O)=O.[Na+]>C1(C)C=CC=CC=1>[CH2:1]([O:2][C:3]1[C:7]([CH3:8])=[CH:6][S:5][CH:4]=1)[CH2:19][CH2:18][CH2:17][CH2:16][CH2:15][CH2:14][CH2:13][CH2:12][CH2:11][CH2:10][CH3:9] |f:2.3|. Starting materials: COC1=CSC=C1C (3-methoxy-4-methylthiophene), C(CCCCCCCCCCC)O (1-dodecanol), OS(=O)(=O)[O-].[Na+] (NaHSO4). Starting materials: C[SH]=c1[nH]ccc(=O)[nH]1, NCCCN(Cc1ccc(Cl)cc1)c1ccccn1, c1ccncc1. Yields the product O=c1ccnc(NCCCN(Cc2ccc(Cl)cc2)c2ccccn2)[nH]1. As a reaction SMILES: [CH3:20][SH:21]=[c:22]1[nH:23][cH:24][cH:25][c:26](=[O:28])[nH:27]1.[NH2:1][CH2:2][CH2:3][CH2:4][N:5]([CH2:6][c:7]1[cH:8][cH:9][c:10]([Cl:13])[cH:11][cH:12]1)[c:14]1[n:15][cH:16][cH:17][cH:18][cH:19]1.[cH:29]1[cH:30][cH:31][n:32][cH:33][cH:34]1>>[NH:1]([CH2:2][CH2:3][CH2:4][N:5]([CH2:6][c:7]1[cH:8][cH:9][c:10]([Cl:13])[cH:11][cH:12]1)[c:14]1[n:15][cH:16][cH:17][cH:18][cH:19]1)[c:22]1[n:23][cH:24][cH:25][c:26](=[O:28])[nH:27]1. The reactants are ClC1=CC=C2C(=C1)NC([C@@]21[C@H](N(C(C[C@H]1C1=CC(=CC=C1)Cl)=O)CCCCl)C(=C)C)=O.COC(C)[Si](C)(C)C ((2′R,3R,4′S)-6-chloro-4′-(3-chloro-phenyl)-1′-(3-chloro-propyl)-2′-isopropenyl-2,3-dihydro-2,6′-dioxospiro[indole-3,3′-piperidine] 1-methoxyethyl trimethylsilane), N1(CCNCC1)C(C)=O (1-piperazin-1-yl-ethanone), FC(C(=O)O)(F)F (trifluoroacetic acid). Yields the product CCN(C(C)C)C(C)C (N,N′-diisopropylethylamine), C(C)(=O)N1CCN(CC1)CCCN1C(C2(C(CC1=O)C1=CC(=CC=C1)Cl)C(NC1=CC(=CC=C12)Cl)=O)C(=C)C (racemic (2′R,3R,4′S)-1′-[3-(4-acetyl-piperazin-1-yl)-propyl]-6-chloro-4′-(3-chlorophenyl)-2′-isopropenylspiro[3H-indole-3,3′ piperidine]-2,6′(1H)-dione). The yield is 166.8%. RXN SMILES: [Cl:1][C:2]1[CH:7]=[C:6]2[NH:8][C:9](=[O:31])[C@:10]3([C@H:15]([C:16]4[CH:21]=[CH:20][CH:19]=[C:18]([Cl:22])[CH:17]=4)[CH2:14][C:13](=[O:23])[N:12]([CH2:24][CH2:25][CH2:26]Cl)[C@@H:11]3[C:28]([CH3:30])=[CH2:29])[C:5]2=[CH:4][CH:3]=1.[CH3:32]OC([Si](C)(C)C)C.[N:40]1([C:46](=[O:48])[CH3:47])[CH2:45][CH2:44][NH:43][CH2:42][CH2:41]1.FC(F)(F)C(O)=O>>[CH3:25][CH2:24][N:12]([CH:11]([CH3:10])[CH3:28])[CH:13]([CH3:14])[CH3:32].[C:46]([N:40]1[CH2:45][CH2:44][N:43]([CH2:26][CH2:25][CH2:24][N:12]2[C:13](=[O:23])[CH2:14][CH:15]([C:16]3[CH:21]=[CH:20][CH:19]=[C:18]([Cl:22])[CH:17]=3)[C:10]3([C:5]4[C:6](=[CH:7][C:2]([Cl:1])=[CH:3][CH:4]=4)[NH:8][C:9]3=[O:31])[CH:11]2[C:28]([CH3:30])=[CH2:29])[CH2:42][CH2:41]1)(=[O:48])[CH3:47] |f:0.1|. Procedure details: In a manner similar to the method described in example 60b, (2′R,3R,4′S)-6-chloro-4′-(3-chloro-phenyl)-1′-(3-chloro-propyl)-2′-isopropenyl-2,3-dihydro-2,6′-dioxospiro[indole-3,3′-piperidine]-1-methoxyethyl trimethylsilane prepared in example 123a (0.2 g, 0.20 mmol) was reacted with 1-piperazin-1-yl-ethanone (0.51 g, 4 mmol), trifluoroacetic acid (2 mL) and then N,N′-diisopropylethylamine (2 mL) to give racemic (2′R,3R,4′S)-1′-[3-(4-acetyl-piperazin-1-yl)-propyl]-6-chloro-4′-(3-chlorophenyl)-2′-i... Starting materials: Cl (HCl), FC1=NC=C(C(=C1)I)OCOC (2-fluoro-4-iodo-5-methoxymethoxy-pyridine), C([O-])(O)=O.[Na+] (sodium bicarbonate). Solvent: C1CCOC1 (THF). Run at temperature 60 celsius, time 3 hour. Product: FC1=CC(=C(C=N1)O)I (6-Fluoro-4-iodo-pyridin-3-ol). Isolated yield 97.2%. Reaction SMILES: Cl.[F:2][C:3]1[CH:8]=[C:7]([I:9])[C:6]([O:10]COC)=[CH:5][N:4]=1.C(=O)(O)[O-].[Na+]>C1COCC1>[F:2][C:3]1[N:4]=[CH:5][C:6]([OH:10])=[C:7]([I:9])[CH:8]=1 |f:2.3|. Procedure details: Add HCl (3 M in water, 31 mL, 93.01 mmol) to a solution of 2-fluoro-4-iodo-5-methoxymethoxy-pyridine (3.9 g, 13.78 mmol) in THF (20 mL). Stir the mixture at 60° C. for 3 hours. Cool down the mixture. Adjust the pH to 7 with slow addition of saturated aqueous sodium bicarbonate solution. Extract the solution with ethyl acetate three times. Wash the organic layer with saturated aqueous sodium chloride. Dry the mixture over sodium sulfate. Concentrate the solution in vacuo to afford the title compo... Starting materials: C=C1CN(C(=O)OCc2ccccc2)C1, ClC(Cl)Cl, O=C(OO)c1cccc(Cl)c1. Yields the product O=C(OCc1ccccc1)N1CC2(CO2)C1. Reaction SMILES: [CH2:1]=[C:2]1[CH2:3][N:4]([C:6](=[O:7])[O:8][CH2:9][c:10]2[cH:11][cH:12][cH:13][cH:14][cH:15]2)[CH2:5]1.[CH:27]([Cl:28])([Cl:29])[Cl:30].[OH:16][O:17][C:18]([c:19]1[cH:20][c:21]([Cl:22])[cH:23][cH:24][cH:25]1)=[O:26]>>[CH2:1]1[C:2]2([CH2:3][N:4]([C:6](=[O:7])[O:8][CH2:9][c:10]3[cH:11][cH:12][cH:13][cH:14][cH:15]3)[CH2:5]2)[O:16]1. Reactants: 2f, C1=C(C=CC2=C1CNCCS2)N (6,7,8,9-tetrahydro-5-thia-8-aza-benzocyclohepten-2-ylamine), ClC1=NC=C(C(=N1)N[C@H]1[C@H](CCCC1)NS(=O)(=O)C)Cl (N-[(1S,2R)-2-(2,5-dichoro-pyrimidin-4-ylamino)-cyclohexyl]-methanesulfonamide). Yields the product ClC=1C(=NC(=NC1)NC=1C=CC2=C(CNCCS2)C1)N[C@H]1[C@@H](CCCC1)NS(=O)(=O)C (N-{(1R,2R)-2-[5-chloro-2-(6,7,8,9-tetrahydro-5-thia-8-aza-benzocyclohepten-2-ylamino)-pyrimidin-4-ylamino]-cyclohexyl}-methanesulfonamide). The yield is 84.9%. RXN SMILES: [CH:1]1[C:6]2[CH2:7][NH:8][CH2:9][CH2:10][S:11][C:5]=2[CH:4]=[CH:3][C:2]=1[NH2:12].Cl[C:14]1[N:19]=[C:18]([NH:20][C@@H:21]2[CH2:26][CH2:25][CH2:24][CH2:23][C@@H:22]2[NH:27][S:28]([CH3:31])(=[O:30])=[O:29])[C:17]([Cl:32])=[CH:16][N:15]=1>>[Cl:32][C:17]1[C:18]([NH:20][C@@H:21]2[CH2:26][CH2:25][CH2:24][CH2:23][C@H:22]2[NH:27][S:28]([CH3:31])(=[O:30])=[O:29])=[N:19][C:14]([NH:12][C:2]2[CH:3]=[CH:4][C:5]3[S:11][CH2:10][CH2:9][NH:8][CH2:7][C:6]=3[CH:1]=2)=[N:15][CH:16]=1. Procedure details: Following the procedure of 2f, 6,7,8,9-tetrahydro-5-thia-8-aza-benzocyclohepten-2-ylamine (0.07 g, 0.00039 mol) and N-[(1S,2R)-2-(2,5-dichoro-pyrimidin-4-ylamino)-cyclohexyl]-methanesulfonamide (0.13 g, 0.00039 mol) were reacted giving N-{(1R,2R)-2-[5-chloro-2-(6,7,8,9-tetrahydro-5-thia-8-aza-benzocyclohepten-2-ylamino)-pyrimidin-4-ylamino]-cyclohexyl}-methanesulfonamide (0.16 g, 85%). MP: 141-3° C.; 1H-NMR (DMSO-d6) 9.30 (s, 1H), 7.93-5 (s, 1H), 7.73-9 (s, 1H), 7.44-6 (d, 1H), 7.33-5 (d, 1H), 7... The reactants are C(CC)N(C=1N(C(C2=C(N1)N(C=C2C2=C(C=C(C=C2C)C)C)CC2=CC=C(C=C2)OC)=O)C)CCC (2-(dipropylamino)-5-mesityl-7-(4-methoxybenzyl)-3-methyl-3,7-dihydro-4H-pyrrolo[2,3-d]pyrimidin-4-one), C(O)([O-])=O.[Na+] (sodium hydrogen carbonate). Run in O (water), FC(C(=O)O)(F)F (trifluoroacetic acid), C1(=CC=CC=C1)OC (anisole). The product is C(CC)N(C=1N(C(C2=C(N1)NC=C2C2=C(C=C(C=C2C)C)C)=O)C)CCC (2-(Dipropylamino)-5-mesityl-3-methyl-3,7-dihydro-4H-pyrrolo[2,3-d]pyrimidin-4-one). Yield: 15.6%. RXN SMILES: [CH2:1]([N:4]([CH2:34][CH2:35][CH3:36])[C:5]1[N:6]([CH3:33])[C:7](=[O:32])[C:8]2[C:13]([C:14]3[C:19]([CH3:20])=[CH:18][C:17]([CH3:21])=[CH:16][C:15]=3[CH3:22])=[CH:12][N:11](CC3C=CC(OC)=CC=3)[C:9]=2[N:10]=1)[CH2:2][CH3:3].C(=O)([O-])O.[Na+]>FC(F)(F)C(O)=O.C1(OC)C=CC=CC=1.O>[CH2:34]([N:4]([CH2:1][CH2:2][CH3:3])[C:5]1[N:6]([CH3:33])[C:7](=[O:32])[C:8]2[C:13]([C:14]3[C:15]([CH3:22])=[CH:16][C:17]([CH3:21])=[CH:18][C:19]=3[CH3:20])=[CH:12][NH:11][C:9]=2[N:10]=1)[CH2:35][CH3:36] |f:1.2|. Procedure: A Solution of 2-(dipropylamino)-5-mesityl-7-(4-methoxybenzyl)-3-methyl-3,7-dihydro-4H-pyrrolo[2,3-d]pyrimidin-4-one (100 mg, 0.21 mmol) in trifluoroacetic acid (3 ml) and anisole (0.1 ml) was refluxed for 3 days. The mixture was diluted with water (20 ml), neutralized with sodium hydrogen carbonate and extracted with ethyl acetate (20 ml×2). The extracts were combined, washed with brine, dried over sodium sulfate and concentrated in vacuo. The residue was purified by silica gel chromatography el...